Task: describe an organic reaction: reactants, conditions, products, and yield. Dataset: the Open Reaction Database (ORD), a public repository of structured organic reaction records Starting materials: C(C)(=O)N(CCC(C(=O)N)(CCN1CCCCC1)C1=C(C=CC=C1)Cl)C(C)C (α-[2-[acetyl(1-methylethyl)amino]ethyl]-α-(2-chlorophenyl)-1-piperidinebutanamide), [H][H] (hydrogen), C(C1=CC=CC=C1)=O (benzaldehyde), ( a ), NCCO (2-aminoethanol), [H][H] (hydrogen). Reagents/catalysts: [Pt] (platinum), [Pt] (platinum). Run in C(C)O (ethanol), CC(=O)C (acetone). Product: CC(C)N(CCO)CC1=CC=CC=C1 (2-[(1-methylethyl)(phenylmethyl) amino]ethanol). RXN SMILES: C(N(C(C)C)CC[C:7]([C:19]1[CH:24]=[CH:23][CH:22]=[CH:21][C:20]=1Cl)(CCN1CCCCC1)C(N)=O)(=O)C.[NH2:29][CH2:30][CH2:31][OH:32].[CH:33](=O)[C:34]1C=CC=C[CH:35]=1.[H][H]>[Pt].CC(C)=O.C(O)C>[CH3:33][CH:34]([N:29]([CH2:7][C:19]1[CH:20]=[CH:21][CH:22]=[CH:23][CH:24]=1)[CH2:30][CH2:31][OH:32])[CH3:35]. Procedure: The present invention also relates to a process for preparing α-[2-[acetyl(1-methylethyl)amino]ethyl]-α-(2-chlorophenyl)-1-piperidinebutanamide which has the following formula: ##STR11## and comprises the steps of: (a) alkylating 2-aminoethanol using benzaldehyde and ethanol in the presence of a platinum catalyst and hydrogen followed by reductive alkylation using acetone in the presence of a platinum catalyst and hydrogen to give 2-[(1-methylethyl)(phenylmethyl) amino]ethanol;